describe an organic reaction: reactants, conditions, products, and yield From a dataset of the Open Reaction Database (ORD), a public repository of structured organic reaction records. Starting materials: ClC1=CC=C(C=C1)C(C1=C(C=CC=C1)N)=O (4'-chloro-2-aminobenzophenone), CSCC#N (methylthioacetonitrile), C(C)(C)(C)OCl (tert. butyloxychloride). Solvent: C(Cl)Cl (methylene dichloride). Yields the product NC1=C(C=CC=C1C(C1=CC=C(C=C1)Cl)=O)C(C#N)SC (2-Amino-3-(4-chlorobenzoyl)-α-(methylthio)benzeneacetonitrile). The yield is 67.9%. Reaction SMILES: [Cl:1][C:2]1[CH:7]=[CH:6][C:5]([C:8](=[O:16])[C:9]2[CH:14]=[CH:13][CH:12]=[CH:11][C:10]=2[NH2:15])=[CH:4][CH:3]=1.[CH3:17][S:18][CH2:19][C:20]#[N:21].C(OCl)(C)(C)C>C(Cl)Cl>[NH2:15][C:10]1[C:9]([C:8](=[O:16])[C:5]2[CH:4]=[CH:3][C:2]([Cl:1])=[CH:7][CH:6]=2)=[CH:14][CH:13]=[CH:12][C:11]=1[CH:19]([S:18][CH3:17])[C:20]#[N:21]. Reported procedure: To a solution of 46.3 g (0.2 mole) of 4'-chloro-2-aminobenzophenone and 17.4 g (0.2 mole) of methylthioacetonitrile in 1 liter of methylene dichloride at a temperature of -70° C. was added dropwise 22.2 g (0.21 mole) of tert. butyloxychloride at a rate to ensure that the reaction temperature did not exceed -65° C. The resulting solution was allowed to warm to ambient temperature, washed twice with water, dried over sodium sulphate, and concentrated to give a gum residue. The gum crystallized whe... The reactants are COc1cccc(C=Cc2nc3sccn3c2C(=O)O)c1OCC1CC1, [Li+], [OH-]. Yields the product COc1cccc(C=Cc2nc3sccn3c2C(=O)O)c1OCC(C)C. As a reaction SMILES: [CH:3]1([CH2:6][O:7][c:8]2[c:9]([CH:16]=[CH:17][c:18]3[n:19][c:20]4[s:21][cH:22][cH:23][n:24]4[c:25]3[C:26](=[O:27])[OH:28])[cH:10][cH:11][cH:12][c:13]2[O:14][CH3:15])[CH2:4][CH2:5]1.[Li+:1].[OH-:2]>>[CH:3]([CH3:4])([CH3:5])[CH2:6][O:7][c:8]1[c:9]([CH:16]=[CH:17][c:18]2[n:19][c:20]3[s:21][cH:22][cH:23][n:24]3[c:25]2[C:26](=[O:27])[OH:28])[cH:10][cH:11][cH:12][c:13]1[O:14][CH3:15]. The reactants are O (Water), [H-].[Na+] (Sodium hydride), C(C)N1C2=C(N(C(C3=C1N=CC=C3)=O)C)C=CC(=N2)C=2NC=CC2 (5,11-dihydro-11-ethyl-5-methyl-2-(2-pyrrolyl)-6H-dipyrido[3,2-b:2',3'-e][1,4]diazepin-6-one), C(C)(=O)Cl (acetyl chloride). Run in CN(C)C=O (DMF). Run at temperature 0 celsius, time 30 minute. Product: C(C)(=O)N1C(=CC=C1)C=1C=CC=2N(C(C3=C(N(C2N1)CC)N=CC=C3)=O)C (2-(1-Acetylpyrrol-2-yl)-5,11-dihydro-11-ethyl-5-methyl-6H-dipyrido[3,2-b:2',3'-e][1,4]diazepin-6-one). Isolated yield 15.9%. Reaction SMILES: [H-].[Na+].[CH2:3]([N:5]1[C:11]2[N:12]=[CH:13][CH:14]=[CH:15][C:10]=2[C:9](=[O:16])[N:8]([CH3:17])[C:7]2[CH:18]=[CH:19][C:20]([C:22]3[NH:23][CH:24]=[CH:25][CH:26]=3)=[N:21][C:6]1=2)[CH3:4].[C:27](Cl)(=[O:29])[CH3:28].O>CN(C=O)C>[C:27]([N:23]1[CH:24]=[CH:25][CH:26]=[C:22]1[C:20]1[CH:19]=[CH:18][C:7]2[N:8]([CH3:17])[C:9](=[O:16])[C:10]3[CH:15]=[CH:14][CH:13]=[N:12][C:11]=3[N:5]([CH2:3][CH3:4])[C:6]=2[N:21]=1)(=[O:29])[CH3:28] |f:0.1|. Reported procedure: Sodium hydride (0.013 g, 60% in oil) was added to a solution of 5,11-dihydro-11-ethyl-5-methyl-2-(2-pyrrolyl)-6H-dipyrido[3,2-b:2',3'-e][1,4]diazepin-6-one (0.100 g) in dry DMF (3 mL) and stirred for 30 min. After cooling to 0° C., acetyl chloride (0.025 g) was added and the reaction mixture was allowed to warm to room temperature overnight. Water was added and the product was extracted with CH2Cl2, dried (anhyd Na2SO4), filtered, and evaporated. The residue was purified by preparative plate chr... Reactants: CuBr, Br (HBr), NC=1SC2=C(N1)C=CC(=C2)[N+](=O)[O-] (2-amino-6-nitrobenzothiazole), P(O)(O)(O)=O (phosphoric acid), N(=O)[O-].[Na+] (NaNO2), crude mixture, Br (HBr). Solvent: O (water), O (water). Conditions: temperature -20 celsius, time 1 hour. The product is BrC=1SC2=C(N1)C=CC(=C2)[N+](=O)[O-] (2-Bromo-6-nitrobenzothiazole). Reaction SMILES: N[C:2]1[S:3][C:4]2[CH:10]=[C:9]([N+:11]([O-:13])=[O:12])[CH:8]=[CH:7][C:5]=2[N:6]=1.P(=O)(O)(O)O.N([O-])=O.[Na+].[BrH:23]>O>[Br:23][C:2]1[S:3][C:4]2[CH:10]=[C:9]([N+:11]([O-:13])=[O:12])[CH:8]=[CH:7][C:5]=2[N:6]=1 |f:2.3|. Procedure: Into a 150 mL beaker, 2-amino-6-nitrobenzothiazole (5.1089 g, 25.39 mmol, 1 eq) was mixed vigorously with phosphoric acid, 85 wt. % (22.6 mL, 13 eq) at 50° C. The solution was then cooled to −20° C., using an acetone/dry ice bath. To this, a solution of NaNO2 (1.943 g, 28.16 mmol, 1.1 eq) in water (5.0 mL), also cooled to −20° C., was added slowly over the course of 15 min. After 1 h, the resulting suspension was poured over a solution of CuBr (4.593 g, 32.02 mmol, 1.3 eq) in 48% HBr (25.3 mL) a... Reactants: 700, C(C)(=O)NC=1C=C(C=CC1OC)S(=O)(=O)N(C)CP(O)(O)=O (N-(3'-Acetylamino-4'-methoxyphenylsulfonyl)-N-methylaminomethylphosphonic acid), 232.5, Cl (hydrochloric acid). The solvent is O (water). Run at temperature 95 celsius, time 1 hour. Product: NC=1C=C(C=CC1OC)S(=O)(=O)N(C)CP(O)(O)=O (N-(3'-amino-4'-methoxyphenylsulfonyl)-N-methylaminomethylphosphonic acid). Reaction SMILES: C([NH:4][C:5]1[CH:6]=[C:7]([S:13]([N:16]([CH2:18][P:19](=[O:22])([OH:21])[OH:20])[CH3:17])(=[O:15])=[O:14])[CH:8]=[CH:9][C:10]=1[O:11][CH3:12])(=O)C.Cl>O>[NH2:4][C:5]1[CH:6]=[C:7]([S:13]([N:16]([CH2:18][P:19](=[O:20])([OH:21])[OH:22])[CH3:17])(=[O:14])=[O:15])[CH:8]=[CH:9][C:10]=1[O:11][CH3:12]. Procedure: A portion of the paste (693 parts) from (a) was added at 60°-90° C. to a mixture of 232.5 parts of water and 270 parts of concentrated hydrochloric acid, heated to 95° C. and held at this temperature for 1 hour. Addition of 700 parts of ice cooled the solution to 20° C. Upon stirring or standing for 24 hours crystals of N-(3'-amino-4'-methoxyphenylsulfonyl)-N-methylaminomethylphosphonic acid formed which melted at 218°-220° C. The hydrolysis solution, after cooling with ice, was used directly fo... The reactants are C1(CCCCC1)P(C1=C(C=CC=C1)C1=C(C=C(C=C1C(C)C)C(C)C)C(C)C)C1CCCCC1 (dicyclohexyl(2′,4′,6′-triisopropylbiphenyl-2-yl)phosphine), O1CCN(CC1)C1=NC=C(C=C1N)N1CCOCC1 (2,5-dimorpholinopyridin-3-amine), ClC1=C(C(=NC2=CC(=CC(=C12)F)F)C=1C(=NC=CC1)OC)C (4-chloro-5,7-difluoro-2-(2-methoxypyridin-3-yl)-3-methylquinoline), CC(C)([O-])C.[Na+] (sodium t-butoxide), 120C. Reagents/catalysts: C=1C=CC(=CC1)/C=C/C(=O)/C=C/C2=CC=CC=C2.C=1C=CC(=CC1)/C=C/C(=O)/C=C/C2=CC=CC=C2.C=1C=CC(=CC1)/C=C/C(=O)/C=C/C2=CC=CC=C2.[Pd].[Pd] (Pd2dba3). Run in C1(=CC=CC=C1)C (toluene), O (water). Conditions: time 2 hour. The product is N1(CCOCC1)C1=NC=C(C=C1NC1=C(C(=NC2=CC(=CC(=C12)F)F)C=1C(=NC=CC1)OC)C)N1CCOCC1 (N-(2,5-di(4-morpholinyl)-3-pyridinyl)-5,7-difluoro-2-(2-methoxy-3-pyridinyl)-3-methyl-4-quinolinamine). As a reaction SMILES: C1(P(C2CCCCC2)C2C=CC=CC=2C2C(C(C)C)=CC(C(C)C)=CC=2C(C)C)CCCCC1.[O:35]1[CH2:40][CH2:39][N:38]([C:41]2[C:46]([NH2:47])=[CH:45][C:44]([N:48]3[CH2:53][CH2:52][O:51][CH2:50][CH2:49]3)=[CH:43][N:42]=2)[CH2:37][CH2:36]1.Cl[C:55]1[C:64]2[C:59](=[CH:60][C:61]([F:66])=[CH:62][C:63]=2[F:65])[N:58]=[C:57]([C:67]2[C:68]([O:73][CH3:74])=[N:69][CH:70]=[CH:71][CH:72]=2)[C:56]=1[CH3:75].CC(C)([O-])C.[Na+]>C1(C)C=CC=CC=1.O.C1C=CC(/C=C/C(/C=C/C2C=CC=CC=2)=O)=CC=1.C1C=CC(/C=C/C(/C=C/C2C=CC=CC=2)=O)=CC=1.C1C=CC(/C=C/C(/C=C/C2C=CC=CC=2)=O)=CC=1.[Pd].[Pd]>[N:38]1([C:41]2[C:46]([NH:47][C:55]3[C:64]4[C:59](=[CH:60][C:61]([F:66])=[CH:62][C:63]=4[F:65])[N:58]=[C:57]([C:67]4[C:68]([O:73][CH3:74])=[N:69][CH:70]=[CH:71][CH:72]=4)[C:56]=3[CH3:75])=[CH:45][C:44]([N:48]3[CH2:49][CH2:50][O:51][CH2:52][CH2:53]3)=[CH:43][N:42]=2)[CH2:39][CH2:40][O:35][CH2:36][CH2:37]1 |f:3.4,7.8.9.10.11|. Procedure: To a stirred solution of dicyclohexyl(2′,4′,6′-triisopropylbiphenyl-2-yl)phosphine (0.024 g, 0.050 mmol), 2,5-dimorpholinopyridin-3-amine (0.099 g, 0.37 mmol), 4-chloro-5,7-difluoro-2-(2-methoxypyridin-3-yl)-3-methylquinoline (0.10 g, 0.312 mmol) and Pd2dba3 (0.011 g, 0.012 mmol) in toluene (3.12 mL) was added sodium t-butoxide (0.075 g, 0.78 mmol). The reaction mixture was heated to 120C. and stirring continued for 2 h. The reaction was cooled to rt and diluted with water (15 mL). The mixture w... The reactants are Cl (hydrochloric acid), 67.5, FC1=CC=C(C=C1)CC#N (4-fluorobenzeneacetonitrile), 105, ClC1=C(C=C(C=C1)[N+](=O)[O-])C(F)(F)F (1-chloro-4-nitro-2-(trifluoromethyl)benzene), [OH-].[Na+] (sodium hydroxide). The reagents and catalysts are [Cl-].C(C)[N+](CC1=CC=CC=C1)(CC)CC (N,N,N-triethylbenzenemethanaminium chloride). The solvent is O1CCCC1 (tetrahydrofuran), O1CCCC1 (tetrahydrofuran). Reaction conditions: time 5 hour. Yields the product FC1=CC=C(C=C1)C(C#N)C1=C(C=C(C=C1)[N+](=O)[O-])C(F)(F)F (α-(4-fluorophenyl)-4-nitro-2-(trifluoromethyl)-benzeneacetonitrile). Reaction SMILES: Cl[C:2]1[CH:7]=[CH:6][C:5]([N+:8]([O-:10])=[O:9])=[CH:4][C:3]=1[C:11]([F:14])([F:13])[F:12].[OH-].[Na+].[F:17][C:18]1[CH:23]=[CH:22][C:21]([CH2:24][C:25]#[N:26])=[CH:20][CH:19]=1.Cl>[Cl-].C([N+](CC)(CC)CC1C=CC=CC=1)C.O1CCCC1>[F:17][C:18]1[CH:23]=[CH:22][C:21]([CH:24]([C:2]2[CH:7]=[CH:6][C:5]([N+:8]([O-:10])=[O:9])=[CH:4][C:3]=2[C:11]([F:14])([F:13])[F:12])[C:25]#[N:26])=[CH:20][CH:19]=1 |f:1.2,5.6|. Procedure details: To a stirred and warmed (30° C) mixture of 105 parts of 1-chloro-4-nitro-2-(trifluoromethyl)benzene, 10 parts of N,N,N-triethylbenzenemethanaminium chloride, 900 parts of sodium hydroxide solution 50% and 135 parts of tetrahydrofuran is added dropwise a mixture of 67.5 parts of 4-fluorobenzeneacetonitrile and 450 parts of tetrahydrofuran (exothermic reaction: temperature rises to 50° C). Upon completion, stirring is continued for 5 hours at 60° C. After cooling, the reaction mixture is poured on... Reactants: [BH4-], CCO, C=CCC(C=O)c1ccc(Cl)c(Cl)c1, Cl, [Na+], O. Yields the product C=CCC(CO)c1ccc(Cl)c(Cl)c1. Reaction SMILES: [BH4-:1].[CH3:18][CH2:19][OH:20].[Cl:3][c:4]1[cH:5][c:6]([CH:11]([CH2:12][CH:13]=[CH2:14])[CH:15]=[O:16])[cH:7][cH:8][c:9]1[Cl:10].[ClH:17].[Na+:2].[OH2:21]>>[Cl:3][c:4]1[cH:5][c:6]([CH:11]([CH2:12][CH:13]=[CH2:14])[CH2:15][OH:16])[cH:7][cH:8][c:9]1[Cl:10].